From a dataset of the Open Reaction Database (ORD), a public repository of structured organic reaction records. describe an organic reaction: reactants, conditions, products, and yield Reactants: COC=1C=C2C(NC=NC2=CC1OCCCCl)=O (6-methoxy-7-(3-chloropropoxy)quinazolin-4-one), N1CCOCC1 (morpholine), [OH-].[Na+] (sodium hydroxide). Conditions: temperature 50 celsius, time 2 hour. Product: COC=1C=C2C(NC=NC2=CC1OCCCN1CCOCC1)=O (6-methoxy-7-(3-morpholinopropoxy)-quinazolin-4-one). Yield: 93.9%. As a reaction SMILES: [CH3:1][O:2][C:3]1[CH:4]=[C:5]2[C:10](=[CH:11][C:12]=1[O:13][CH2:14][CH2:15][CH2:16]Cl)[N:9]=[CH:8][NH:7][C:6]2=[O:18].[NH:19]1[CH2:24][CH2:23][O:22][CH2:21][CH2:20]1.[OH-].[Na+]>>[CH3:1][O:2][C:3]1[CH:4]=[C:5]2[C:10](=[CH:11][C:12]=1[O:13][CH2:14][CH2:15][CH2:16][N:19]1[CH2:24][CH2:23][O:22][CH2:21][CH2:20]1)[N:9]=[CH:8][NH:7][C:6]2=[O:18] |f:2.3|. Procedure details: In a 5 mL volume glass vessel equipped with a stirrer and a thermometer were placed 0.5 g (1.9 mmol) of 6-methoxy-7-(3-chloropropoxy)quinazolin-4-one prepared by procedures similar to those of Reference Example V-1, 0.5 g (5.7 mmol) of morpholine, and 1.0 mL (4.0 mmol) of aqueous sodium hydroxide solution (4.0 mol/L). The resulting mixture was stirred at 50° C. for 2 hours. After the reaction was complete, the reaction mixture was analyzed by high performance liquid chromatography (absolute quan... The reactants are C(C)OC(=O)C=1C2=C(C=NC1)C(=CS2)COC2=CC(=CC=C2)NC(C2=C(C=CC=C2)F)=O (3-[3-(2-Fluoro-benzoylamino)-phenoxymethyl]-thieno[3,2-c]pyridine-7-carboxylic acid ethyl ester), C(O)CN (ethanolamine), Example 16. Yields the product OCCNC(=O)C=1C2=C(C=NC1)C(=CS2)COC2=CC(=CC=C2)NC(C2=C(C=CC=C2)F)=O (3-[3-(2-Fluoro-benzoylamino)-phenoxymethyl]-thieno[3,2-c]pyridine-7-carboxylic acid (2-hydroxy-ethyl)-amide). Reaction SMILES: C(O[C:4]([C:6]1[C:7]2[S:14][CH:13]=[C:12]([CH2:15][O:16][C:17]3[CH:22]=[CH:21][CH:20]=[C:19]([NH:23][C:24](=[O:32])[C:25]4[CH:30]=[CH:29][CH:28]=[CH:27][C:26]=4[F:31])[CH:18]=3)[C:8]=2[CH:9]=[N:10][CH:11]=1)=[O:5])C.[CH2:33]([CH2:35][NH2:36])[OH:34]>>[OH:34][CH2:33][CH2:35][NH:36][C:4]([C:6]1[C:7]2[S:14][CH:13]=[C:12]([CH2:15][O:16][C:17]3[CH:22]=[CH:21][CH:20]=[C:19]([NH:23][C:24](=[O:32])[C:25]4[CH:30]=[CH:29][CH:28]=[CH:27][C:26]=4[F:31])[CH:18]=3)[C:8]=2[CH:9]=[N:10][CH:11]=1)=[O:5]. Procedure: 3-[3-(2-Fluoro-benzoylamino)-phenoxymethyl]-thieno[3,2-c]pyridine-7-carboxylic acid (2-hydroxy-ethyl)-amide was prepared from 3-[3-(2-fluoro-benzoylamino)-phenoxymethyl]-thieno[3,2-c]pyridine-7-carboxylic acid ethyl ester (from Example 12 supra) and ethanolamine (Aldrich) following the procedure described in Example 16 as a white solid. Reactants: BrC=1C=2C3=C(C(NC3=CC1)=O)C=CC2 (6-bromo-benz[cd]indol-2(1H)-one), [H-].[Na+] (Sodium hydride), [H-] (hydride), ClCC(=O)OCC (ethyl chloroacetate), [H][H] (hydrogen). Solvent: CN(C=O)C (dimethylformamide). Yields the product BrC=1C=2C3=C(C(N(C3=CC1)CC(=O)OCC)=O)C=CC2 (6-Bromo-2-oxo-benz[cd]indole-1(2H)-acetic Acid, Ethyl Ester). As a reaction SMILES: [H-].[Na+].[Br:3][C:4]1[C:5]2[C:6]3[C:10](=[CH:11][CH:12]=1)[NH:9][C:8](=[O:13])[C:7]=3[CH:14]=[CH:15][CH:16]=2.[H][H].[H-].Cl[CH2:21][C:22]([O:24][CH2:25][CH3:26])=[O:23]>CN(C)C=O>[Br:3][C:4]1[C:5]2[C:6]3[C:10](=[CH:11][CH:12]=1)[N:9]([CH2:21][C:22]([O:24][CH2:25][CH3:26])=[O:23])[C:8](=[O:13])[C:7]=3[CH:14]=[CH:15][CH:16]=2 |f:0.1|. Reported procedure: Sodium hydride (0.63 g, 0.0262 mol; 1.26 g of a 50% mineral oil suspension) was added portionwise with stirring to a solution of 6-bromo-benz[cd]indol-2(1H)-one (6.5 g, 0.0262 mol) in dry dimethylformamide (20 mL) allowing hydrogen evolution to cease before adding the next portion of hydride. To the cooled (ice-bath), stirred solution was added ethyl chloroacetate (3.53 g, 3.17 mL, 0.0288 mol) and the mixture was refluxed for 3 hr. The solvent was evaporated in vacuo and the residue was triturat... The reactants are CCOC(=O)CSc1cnc(NC(=O)N(CCC(C)C)c2cccc(NC(C)=O)c2)s1, CCOC(=O)CSc1cnc(N)s1, CC(C)CC=O, O=C(O)Cc1csc(NC(=O)N(CC2CCCC2)c2ccc(F)c(F)c2)n1, CC(=O)Nc1cccc(N)c1. The product is CC(=O)Nc1cccc(N(CCC(C)C)C(=O)Nc2ncc(SCC(=O)O)s2)c1. RXN SMILES: [CH2:1]([CH3:2])[O:3][C:4]([CH2:5][S:6][c:7]1[cH:8][n:9][c:10]([NH:12][C:13](=[O:14])[N:15]([CH2:16][CH2:17][CH:18]([CH3:19])[CH3:20])[c:21]2[cH:22][c:23]([NH:27][C:28]([CH3:29])=[O:30])[cH:24][cH:25][cH:26]2)[s:11]1)=[O:31].[CH2:76]([O:77][C:78](=[O:79])[CH2:80][S:81][c:82]1[s:83][c:84]([NH2:85])[n:86][cH:87]1)[CH3:88].[CH3:70][CH:71]([CH2:72][CH:73]=[O:74])[CH3:75].[CH:32]1([CH2:33][N:34]([c:35]2[cH:36][cH:37][c:38]([F:39])[c:40]([F:41])[cH:42]2)[C:43](=[O:44])[NH:45][c:46]2[s:47][cH:48][c:49]([CH2:50][C:51]([OH:52])=[O:53])[n:54]2)[CH2:55][CH2:56][CH2:57][CH2:58]1.[NH2:59][c:60]1[cH:61][c:62]([NH:63][C:64](=[O:65])[CH3:66])[cH:67][cH:68][cH:69]1>>[O:3]=[C:4]([CH2:5][S:6][c:7]1[cH:8][n:9][c:10]([NH:12][C:13](=[O:14])[N:15]([CH2:16][CH2:17][CH:18]([CH3:19])[CH3:20])[c:21]2[cH:22][c:23]([NH:27][C:28]([CH3:29])=[O:30])[cH:24][cH:25][cH:26]2)[s:11]1)[OH:31]. Reactants: CC(=O)OC(C)=O, Oc1cccc(Cl)c1, O=S(=O)(O)O. Yields the product CC(=O)Oc1cccc(Cl)c1. Reaction SMILES: [CH3:9][C:10](=[O:11])[O:12][C:13](=[O:14])[CH3:15].[OH:1][c:2]1[cH:3][cH:4][cH:5][c:6]([Cl:7])[cH:8]1.[S:16](=[O:17])(=[O:18])([OH:19])[OH:20]>>[O:1]([c:2]1[cH:3][cH:4][cH:5][c:6]([Cl:7])[cH:8]1)[C:10]([CH3:9])=[O:11]. Starting materials: C[O-], Cc1ccccc1, CN(C)C=O, COC(=O)CCl, O=Cc1ccccc1Cl, [Na+], [Na+], [OH-], O, S, O=S(=O)(O)O, COC(=O)c1cc2ccccc2s1. Product: O=C(O)c1cc2ccccc2s1. Reaction SMILES: [CH3:17][O-:18].[CH3:40][c:41]1[cH:42][cH:43][cH:44][cH:45][cH:46]1.[CH3:48][N:49]([CH3:50])[CH:51]=[O:52].[Cl:11][CH2:12][C:13]([O:14][CH3:15])=[O:16].[Cl:2][c:3]1[cH:4][cH:5][cH:6][cH:7][c:8]1[CH:9]=[O:10].[Na+:19].[Na+:34].[OH-:33].[OH2:47].[S:1].[S:35](=[O:36])(=[O:37])([OH:38])[OH:39].[s:20]1[c:21]2[c:22]([cH:23][c:24]1[C:25](=[O:26])[O:27][CH3:28])[cH:29][cH:30][cH:31][cH:32]2>>[s:20]1[c:21]2[c:22]([cH:23][c:24]1[C:25](=[O:26])[OH:27])[cH:29][cH:30][cH:31][cH:32]2.